This data is from the Open Reaction Database (ORD), a public repository of structured organic reaction records. The task is: describe an organic reaction: reactants, conditions, products, and yield Reactants: [Br-], C[Mg+], COc1ccc(Sc2sccc2C=O)cc1, [Cl-], [NH4+], O. Yields the product COc1ccc(Sc2sccc2C(C)O)cc1. RXN SMILES: [Br-:1].[CH3:2][Mg+:3].[CH3:4][O:5][c:6]1[cH:7][cH:8][c:9]([S:12][c:13]2[s:14][cH:15][cH:16][c:17]2[CH:18]=[O:19])[cH:10][cH:11]1.[Cl-:20].[NH4+:21].[OH2:22]>>[CH3:2][CH:18]([c:17]1[c:13]([S:12][c:9]2[cH:8][cH:7][c:6]([O:5][CH3:4])[cH:11][cH:10]2)[s:14][cH:15][cH:16]1)[OH:19]. Starting materials: NC1=NC(=CC(=N1)C1=CC=C2C(=NNC2=C1)N)S(=O)(=O)C (6-[2-amino-6-(methylsulfonyl)-4-pyrimidinyl]-1H-indazol-3-amine), CC=1C=C(C=CC1)CCN (2-(3-methylphenyl)ethanamine), CCN(C(C)C)C(C)C (Hunig's base). Run in CN1CCCC1=O (NMP). Conditions: temperature 160 celsius. The product is NC1=NNC2=CC(=CC=C12)C1=CC(=NC(=N1)N)NCCC1=CC(=CC=C1)C (6-(3-Amino-1H-indazol-6-yl)-N4-[2-(3-methylphenyl)ethyl]-2,4-pyrimidinediamine). Yield: 35.1%. RXN SMILES: [NH2:1][C:2]1[N:7]=[C:6]([C:8]2[CH:16]=[C:15]3[C:11]([C:12]([NH2:17])=[N:13][NH:14]3)=[CH:10][CH:9]=2)[CH:5]=[C:4](S(C)(=O)=O)[N:3]=1.[CH3:22][C:23]1[CH:24]=[C:25]([CH2:29][CH2:30][NH2:31])[CH:26]=[CH:27][CH:28]=1.CCN(C(C)C)C(C)C>CN1C(=O)CCC1>[NH2:17][C:12]1[C:11]2[C:15](=[CH:16][C:8]([C:6]3[N:7]=[C:2]([NH2:1])[N:3]=[C:4]([NH:31][CH2:30][CH2:29][C:25]4[CH:26]=[CH:27][CH:28]=[C:23]([CH3:22])[CH:24]=4)[CH:5]=3)=[CH:9][CH:10]=2)[NH:14][N:13]=1. Procedure details: A mixture of 6-[2-amino-6-(methylsulfonyl)-4-pyrimidinyl]-1H-indazol-3-amine (300 mg, 0.99 mmol), 2-(3-methylphenyl)ethanamine (300 mg, 2.22 mmol), and Hunig's base (2 mL) in NMP (3 mL) was heated for 2 hours at 160° C. in a BiotageInitiator® microwave synthesizer. Upon cooling, the mixture was decanted to remove the solids, and the resulting solution was concentrated to dryness. The crude material was purified by RPHPLC to afford the title compound (125 mg) as a yellow solid. 1H NMR (400 MHz, D... Starting materials: NCCCCCCCN (1,9-diazanonane), C(C1=CC=CC=C1)(=O)Cl (benzoyl chloride). The solvent is N1=CC=CC=C1 (pyridine). Conditions: temperature 0 celsius, time 8 hour. Product: C(C1=CC=CC=C1)(=O)NCCCCCCCNC(C1=CC=CC=C1)=O (1,9-bis(benzoyl)-1,9-diazanonane). Reaction SMILES: [NH2:1][CH2:2][CH2:3][CH2:4][CH2:5][CH2:6][CH2:7][CH2:8][NH2:9].[C:10](Cl)(=[O:17])[C:11]1[CH:16]=[CH:15][CH:14]=[CH:13][CH:12]=1>N1C=CC=CC=1>[C:10]([NH:1][CH2:2][CH2:3][CH2:4][CH2:5][CH2:6][CH2:7][CH2:8][NH:9][C:10](=[O:17])[C:11]1[CH:16]=[CH:15][CH:14]=[CH:13][CH:12]=1)(=[O:17])[C:11]1[CH:16]=[CH:15][CH:14]=[CH:13][CH:12]=1. Procedure details: Dissolve 1,9-diazanonane (13 g, 0.1 mol) in pyridine (200 mL) and cool to 0° C. Add, by dropwise addition, benzoyl chloride (31 g, 0.22 mol) and stir overnight. Extract into chloroform, wash with water, 5% hydrochloric acid, 5% sodium hydroxide, water and dry (MgSO4). Evaporate the solvent in vacuo and purify by silica gel chromatography to give 1,9-bis(benzoyl)-1,9-diazanonane. Yields the product N#CCOc1cc(-n2nc3c(c2Cl)CCCC3)c(F)cc1Cl. Reactants: N#CCBr, O=C([O-])[O-], CCC(=O)CC, Oc1cc(-n2nc3c(c2Cl)CCCC3)c(F)cc1Cl, [I-], [K+], [K+], [K+]. Reaction SMILES: [Br:28][CH2:29][C:30]#[N:31].[C:20](=[O:21])([O-:22])[O-:23].[CH2:32]([C:33]([CH2:34][CH3:35])=[O:36])[CH3:37].[Cl:1][c:2]1[n:3](-[c:11]2[c:12]([F:19])[cH:13][c:14]([Cl:18])[c:15]([OH:17])[cH:16]2)[n:4][c:5]2[c:10]1[CH2:9][CH2:8][CH2:7][CH2:6]2.[I-:27].[K+:24].[K+:25].[K+:26]>>[Cl:1][c:2]1[n:3](-[c:11]2[c:12]([F:19])[cH:13][c:14]([Cl:18])[c:15]([O:17][CH2:29][C:30]#[N:31])[cH:16]2)[n:4][c:5]2[c:10]1[CH2:9][CH2:8][CH2:7][CH2:6]2.